Dataset: the Open Reaction Database (ORD), a public repository of structured organic reaction records. Task: describe an organic reaction: reactants, conditions, products, and yield The reactants are COC1=CC=C(C=C1)CN ((4-methoxyphenyl)methanamine), CCN(C(C)C)C(C)C (DIEA), ClC1=C(C(=C(C=C1)C1=CC=NC(=C1C(=O)Cl)C)F)OC (4-(4-chloro-2-fluoro-3-methoxyphenyl)-2-methylnicotinoyl chloride). Run in C(Cl)Cl (CH2Cl2), C(Cl)Cl (DCM). Conditions: temperature 0 celsius, time 15 minute. The product is ClC1=C(C(=C(C=C1)C1=CC=NC(=C1C(=O)NCC1=CC=C(C=C1)OC)C)F)OC (4-(4-chloro-2-fluoro-3-methoxyphenyl)-N-(4-methoxybenzyl)-2-methylnicotinamide). Yield: 34.9%. Reaction SMILES: [CH3:1][O:2][C:3]1[CH:8]=[CH:7][C:6]([CH2:9][NH2:10])=[CH:5][CH:4]=1.CCN(C(C)C)C(C)C.[Cl:20][C:21]1[CH:26]=[CH:25][C:24]([C:27]2[C:32]([C:33](Cl)=[O:34])=[C:31]([CH3:36])[N:30]=[CH:29][CH:28]=2)=[C:23]([F:37])[C:22]=1[O:38][CH3:39]>C(Cl)Cl>[Cl:20][C:21]1[CH:26]=[CH:25][C:24]([C:27]2[C:32]([C:33]([NH:10][CH2:9][C:6]3[CH:7]=[CH:8][C:3]([O:2][CH3:1])=[CH:4][CH:5]=3)=[O:34])=[C:31]([CH3:36])[N:30]=[CH:29][CH:28]=2)=[C:23]([F:37])[C:22]=1[O:38][CH3:39]. Procedure details: To a stirred solution of (4-methoxyphenyl)methanamine (0.437 g, 3.18 mmol) in CH2Cl2 (25 mL) was added DIEA (0.556 mL, 3.18 mmol) and the reaction mixture was stirred at 0° C. for 15 min. 4-(4-chloro-2-fluoro-3-methoxyphenyl)-2-methylnicotinoyl chloride (1 g, 3.18 mmol) (prepared by treatment of carboxylic acid with thionyl chloride) dissolved in 10 mL of DCM was then added to the reaction mixture and the reaction was stirred at rt for 10 h. The reaction was quenched by addition of water (50 mL)... Reactants: NC=1C=C2NC(C(NC2=CC1[N+](=O)[O-])=O)=O (6-amino-7-nitro-2,3(1H,4H)-quinoxalinedione), CC1(OC(CC1)(OC)C)OC (2,5-dimethyl-2,5-dimethoxytetrahydrofuran). Yields the product CC=1N(C(=CC1)C)C=1C=C2NC(C(NC2=CC1[N+](=O)[O-])=O)=O (6-(2,5-Dimethyl-1-pyrrolyl)-7-nitro-2,3(1H,4H)-quinoxalinedione). As a reaction SMILES: [NH2:1][C:2]1[CH:3]=[C:4]2[C:9](=[CH:10][C:11]=1[N+:12]([O-:14])=[O:13])[NH:8][C:7](=[O:15])[C:6](=[O:16])[NH:5]2.[CH3:17][C:18]1(OC)[CH2:22][CH2:21][C:20]([CH3:25])(OC)O1>>[CH3:17][C:18]1[N:1]([C:2]2[CH:3]=[C:4]3[C:9](=[CH:10][C:11]=2[N+:12]([O-:14])=[O:13])[NH:8][C:7](=[O:15])[C:6](=[O:16])[NH:5]3)[C:20]([CH3:25])=[CH:21][CH:22]=1. Reported procedure: 13.5 mmol of 6-amino-7-nitro-2,3(1H,4H)-quinoxalinedione were reacted with 13.5 mmol of 2,5-dimethyl-2,5-dimethoxytetrahydrofuran by the method of Example 5d. The reactants are CC(=O)O, COc1cc(C=O)cc(OC)c1O. Yields the product COc1cc(C)cc(OC)c1O. As a reaction SMILES: [CH3:14][C:15](=[O:16])[OH:17].[CH:1]([c:2]1[cH:3][c:4]([O:5][CH3:6])[c:7]([OH:8])[c:9]([O:10][CH3:11])[cH:12]1)=[O:13]>>[CH3:1][c:2]1[cH:3][c:4]([O:5][CH3:6])[c:7]([OH:8])[c:9]([O:10][CH3:11])[cH:12]1. Starting materials: ClCl (chlorine), ClC=1C=C(C=C(C1)[N+](=O)[O-])[N+](=O)[O-] (5-chloro-1,3-dinitrobenzene), [N+](=O)([O-])C1=CC(=CC=C1)[N+](=O)[O-] (m-dinitrobenzene). The product is ClC=1C=C(C=C(C1)Cl)[N+](=O)[O-] (3,5-dichloronitrobenzene). Reaction SMILES: [Cl:1]Cl.[Cl:3][C:4]1[CH:5]=[C:6]([N+]([O-])=O)[CH:7]=[C:8]([N+:10]([O-:12])=[O:11])[CH:9]=1.[N+](C1C=CC=C([N+]([O-])=O)C=1)([O-])=O>>[Cl:1][C:6]1[CH:7]=[C:8]([N+:10]([O-:12])=[O:11])[CH:9]=[C:4]([Cl:3])[CH:5]=1. Procedure details: A process as claimed in claim 4, which further comprises continuously introducing chlorine with a mixture of 5-chloro-1,3-dinitrobenzene and m-dinitrobenzene to the reaction at a constant rate and distilling of 1,3,5-trichlorobenzene and m-dichlorobenzene. Starting materials: FC1=C([S-])C=CC(=C1)F.[K+] (potassium 2,4-difluorothiophenoxide), ClC1=C(C=C(C=C1)C(C)=O)[N+](=O)[O-] (4'-chloro-3'-nitroacetophenone). Run in CN(C=O)C (N,N-dimethylformamide), C1(=CC=CC=C1)C (toluene). Conditions: time 2 hour. The product is FC1=C(C=CC(=C1)F)SC1=C(C=C(C=C1)C(C)=O)[N+](=O)[O-] (4'-(2,4-difluorophenylthio)-3'-nitroacetophenone). Isolated yield 95.5%. RXN SMILES: [F:1][C:2]1[CH:8]=[C:7]([F:9])[CH:6]=[CH:5][C:3]=1[S-:4].[K+].Cl[C:12]1[CH:17]=[CH:16][C:15]([C:18](=[O:20])[CH3:19])=[CH:14][C:13]=1[N+:21]([O-:23])=[O:22]>CN(C)C=O.C1(C)C=CC=CC=1>[F:1][C:2]1[CH:8]=[C:7]([F:9])[CH:6]=[CH:5][C:3]=1[S:4][C:12]1[CH:17]=[CH:16][C:15]([C:18](=[O:20])[CH3:19])=[CH:14][C:13]=1[N+:21]([O-:23])=[O:22] |f:0.1|. Procedure details: A solution of potassium 2,4-difluorothiophenoxide (5.5 g) in N,N-dimethylformamide (9 ml) was added dropwise to a solution of 4'-chloro-3'-nitroacetophenone (5 g) in toluene (50 ml). The mixture was stirred at room temperature for 2 hours, washed with water, dried and evaporated to dryness. The residue was washed with a mixture of hexane and ethanol to give crystals of 4'-(2,4-difluorophenylthio)-3'-nitroacetophenone (7.4 g). Starting materials: [Br-] (bromide), C(CC)C1CC(N(C1)CC1=C2C(=NC=C1)NC=C2)=O (4-propyl-1-(1H-pyrrolo[2,3-b]pyridin-4-ylmethyl)pyrrolidin-2-one), C(C)(C)[Si](N1C=CC2=C1N=CC=C2C=O)(C(C)C)C(C)C (1-(triisopropylsilyl)-1H-pyrrolo[2,3-b]pyridine-4-carbaldehyde), C(CC)C1CC(N(C1)CC1=C2C(=NC=C1)N(C=C2)[Si](C(C)C)(C(C)C)C(C)C)=O (4-propyl-1-{[1-(triisopropylsilyl)-1H-pyrrolo[2,3-b]pyridin-4-yl]methyl}pyrrolidin-2-one), BrC1=C2C(=NC=C1)N(C=C2)[Si](C(C)C)(C(C)C)C(C)C (4-bromo-1-(triisopropylsilyl)-1H-pyrrolo[2,3-b]pyridine), C(CC)C1CC(N(C1)CC1=C2C(=NC=C1)NC=C2)=O (4-propyl-1-(1H-pyrrolo[2,3-b]pyridin-4-ylmethyl)pyrrolidin-2-one), [Br-] (bromide), ucb-108891-1. Yields the product BrC1=C2C(=NC=C1)NC=C2 (4-bromo-1H-pyrrolo[2,3-b]pyridine), C(CC)C1CC(N(C1)CC1=C2C(=NC=C1)NC=C2)=O (4-propyl-1-(1H-pyrrolo[2,3-b]pyridin-4-ylmethyl)pyrrolidin-2-one). Reaction SMILES: [CH2:1]([CH:4]1[CH2:8][N:7]([CH2:9][C:10]2[CH:15]=[CH:14][N:13]=[C:12]3[NH:16][CH:17]=[CH:18][C:11]=23)[C:6](=[O:19])[CH2:5]1)[CH2:2][CH3:3].[Br-].[Br:21][C:22]1[CH:27]=[CH:26][N:25]=[C:24]2[N:28]([Si](C(C)C)(C(C)C)C(C)C)[CH:29]=[CH:30][C:23]=12.C([Si](C(C)C)(C(C)C)N1C2N=CC=C(C=O)C=2C=C1)(C)C.C(C1CN(CC2C=CN=C3N([Si](C(C)C)(C(C)C)C(C)C)C=CC=23)C(=O)C1)CC>>[Br:21][C:22]1[CH:27]=[CH:26][N:25]=[C:24]2[NH:28][CH:29]=[CH:30][C:23]=12.[CH2:1]([CH:4]1[CH2:8][N:7]([CH2:9][C:10]2[CH:15]=[CH:14][N:13]=[C:12]3[NH:16][CH:17]=[CH:18][C:11]=23)[C:6](=[O:19])[CH2:5]1)[CH2:2][CH3:3]. Procedure: Synthesis of 4-propyl-1-(1H-pyrrolo[2,3-b]pyridin-4-ylmethyl)pyrrolidin-2-one 240. The further transformation of bromide x258 into the target product 240 is carried out in complete accordance with the transformation of bromide b191-1 into product ucb-108891-1 as described in examples 79.2 to 79.4. The yields are similar for intermediates 4-bromo-1-(triisopropylsilyl)-1H-pyrrolo[2,3-b]pyridine x259, 1-(triisopropylsilyl)-1H-pyrrolo[2,3-b]pyridine-4-carbaldehyde x260 and 4-propyl-1-{[1-(triisoprop... Starting materials: C1(CCCCC1)C=1C=2C=CC(=CC2N2C1C1=C(C=C(C2)C(=O)OC)C=CC=C1)C(=O)OC (Methyl 13-cyclohexyl-6-(methoxycarbonyl)-7H-indolo[2,1-a][2]benzazepine-10-carboxylate), [Li+].[OH-] (LiOH). Run in CN(C=O)C (N,N-dimethylformamide). Run at temperature 50 celsius. Product: C1(CCCCC1)C=1C=2C=CC(=CC2N2C1C1=C(CC(=C2)C(=O)O)C=CC=C1)C(=O)OC (Methyl 13-cyclohexyl-6-(carboxy)-5H-indolo[2,1-a][2]benzazepine-10-carboxylate). The yield is 96.9%. As a reaction SMILES: [CH:1]1([C:7]2[C:8]3[CH:9]=[CH:10][C:11]([C:29]([O:31][CH3:32])=[O:30])=[CH:12][C:13]=3[N:14]3[CH2:20][C:19]([C:21]([O:23]C)=[O:22])=[CH:18][C:17]4[CH:25]=[CH:26][CH:27]=[CH:28][C:16]=4[C:15]=23)[CH2:6][CH2:5][CH2:4][CH2:3][CH2:2]1.[Li+].[OH-]>CN(C)C=O>[CH:1]1([C:7]2[C:8]3[CH:9]=[CH:10][C:11]([C:29]([O:31][CH3:32])=[O:30])=[CH:12][C:13]=3[N:14]3[CH:20]=[C:19]([C:21]([OH:23])=[O:22])[CH2:18][C:17]4[CH:25]=[CH:26][CH:27]=[CH:28][C:16]=4[C:15]=23)[CH2:2][CH2:3][CH2:4][CH2:5][CH2:6]1 |f:1.2|. Reported procedure: Methyl 13-cyclohexyl-6-(methoxycarbonyl)-7H-indolo[2,1-a][2]benzazepine-10-carboxylate (308 mg, 0.72 mmol) was dissolved in N,N-dimethylformamide (5 mL) and treated with LiOH (173 mg, 7.2 mmol). The mixture was heated at 50° C. for 4 hr, afterwhich the solvent was removed in vacuo. The residue was dissolved in H2O (5 mL) and the resultant mixture was acidified by the addition of a 10% aqueous HCL solution. A precipitate formed which was collected by filtration and air dried to afford the title c... The reactants are B, C1CCOC1, CC(=O)NCCOc1cccc2c1c1cc(C)cc3c1n2C(c1ccccc1)CO3, CSC, CO. The product is CCNCCOc1cccc2c1c1cc(C)cc3c1n2C(c1ccccc1)CO3. RXN SMILES: [BH3:34].[CH2:37]1[O:38][CH2:39][CH2:40][CH2:41]1.[CH3:1][c:2]1[cH:3][c:4]2[c:5]3[c:6]([O:24][CH2:25][CH2:26][NH:27][C:28]([CH3:29])=[O:30])[cH:7][cH:8][cH:9][c:10]3[n:11]3[c:12]2[c:13]([cH:14]1)[O:15][CH2:16][CH:17]3[c:18]1[cH:19][cH:20][cH:21][cH:22][cH:23]1.[CH3:31][S:32][CH3:33].[CH3:35][OH:36]>>[CH3:1][c:2]1[cH:3][c:4]2[c:5]3[c:6]([O:24][CH2:25][CH2:26][NH:27][CH2:28][CH3:29])[cH:7][cH:8][cH:9][c:10]3[n:11]3[c:12]2[c:13]([cH:14]1)[O:15][CH2:16][CH:17]3[c:18]1[cH:19][cH:20][cH:21][cH:22][cH:23]1. Reactants: CCOC(C)=O, CCO, [O-][I+3]([O-])([O-])O, I, O, COc1ccc(C=O)c(O)c1. The product is COc1ccc(C=O)c(O)c1I. As a reaction SMILES: [CH3:18][CH2:19][O:20][C:21](=[O:22])[CH3:23].[CH3:24][CH2:25][OH:26].[I+3:13]([OH:14])([O-:15])([O-:16])[O-:17].[I:12].[OH2:27].[OH:1][c:2]1[c:3]([CH:4]=[O:5])[cH:6][cH:7][c:8]([O:10][CH3:11])[cH:9]1>>[OH:1][c:2]1[c:3]([CH:4]=[O:5])[cH:6][cH:7][c:8]([O:10][CH3:11])[c:9]1[I:13].